Dataset: the Open Reaction Database (ORD), a public repository of structured organic reaction records. Task: describe an organic reaction: reactants, conditions, products, and yield Starting materials: C[O-].[Na+] (Sodium methoxide), ClCC12N(CCC3=CC=C(C=C13)CC)C(C(O2)=O)=O (10b-(chloromethyl)-9-ethyl-6,10b-dihydro-5H-[1,3]oxazolo[2,3-a]isoquinoline-2,3-dione), CCOC(=O)C (EtOAc), O (water). Solvent: CO (MeOH). Conditions: time 0.5 hour. Product: C(C)C1=CC=C2CCN=C(C2=C1)COC (7-ethyl-1-(methoxymethyl)-3,4-dihydroisoquinoline). As a reaction SMILES: C[O-].[Na+].Cl[CH2:5][C:6]12OC(=O)C(=O)[N:7]1[CH2:8][CH2:9][C:10]1[C:15]2=[CH:14][C:13]([CH2:16][CH3:17])=[CH:12][CH:11]=1.C[CH2:24][O:25]C(C)=O.O>CO>[CH2:16]([C:13]1[CH:14]=[C:15]2[C:10]([CH2:9][CH2:8][N:7]=[C:6]2[CH2:5][O:25][CH3:24])=[CH:11][CH:12]=1)[CH3:17] |f:0.1|. Procedure details: Sodium methoxide (9.46 g) was added to a suspension of 10b-(chloromethyl)-9-ethyl-6,10b-dihydro-5H-[1,3]oxazolo[2,3-a]isoquinoline-2,3-dione (14.0 mL) in MeOH (140 mL) under ice-cooling. The mixture was stirred at room temperature for 0.5 hours and then heated under reflux for 3 hours. EtOAc and water were added to the mixture, followed by filtration. The organic layer of the filtrate was collected, washed with saturated brine, and dried over magnesium sulfate. Activated carbon and silica gel we... Reactants: COC(C1=CC(=C(C(=C1)O)Br)O)=O (4-bromo-3,5-dihydroxy-benzoic acid methyl ester), ClCC(=C)C (3-Chloro-2-methyl-propene), petroleum ether EtOAc. Run in CO (MeOH). Conditions: time 30 minute. Product: COC(C1=CC(=C(C(=C1)OCC(=C)C)Br)O)=O (4-Bromo-3-hydroxy-5-(2-methyl-allyloxy)-benzoic acid methyl ester). Isolated yield 13.7%. Reaction SMILES: [CH3:1][O:2][C:3](=[O:13])[C:4]1[CH:9]=[C:8]([OH:10])[C:7]([Br:11])=[C:6]([OH:12])[CH:5]=1.Cl[CH2:15][C:16]([CH3:18])=[CH2:17]>CO>[CH3:1][O:2][C:3](=[O:13])[C:4]1[CH:9]=[C:8]([O:10][CH2:17][C:16]([CH3:18])=[CH2:15])[C:7]([Br:11])=[C:6]([OH:12])[CH:5]=1. Reported procedure: Na pieces (41.4 g, 1.82 mol) were added slowly to MeOH (3 L). The resulting mixture was stirred at room temperature for 30 min and then 4-bromo-3,5-dihydroxy-benzoic acid methyl ester (197a) (450 g, 1.82 mol) was added portion wise. The mixture was warmed to 60° C. 3-Chloro-2-methyl-propene (202.5 mL, 2 mol) was added drop wise. The mixture was refluxed for 6 h. TLC (petroleum ether/EtOAc=5/1) showed the reaction was complete. The solvent was removed and the residue was purified by column chroma... Starting materials: Cl.C(C1=CC=CC=C1)(C1=CC=CC=C1)[C@@H]1CNCC[C@@H]1OCC1=CC(=CC(=C1)C(F)(F)F)F (cis-3-Benzhydryl-4-[[3-fluoro-5-(trifluoromethyl)benzyl]oxy]piperidine hydrochloride), CN=C=O (methyl isocyanate). Yields the product C(C1=CC=CC=C1)(C1=CC=CC=C1)[C@@H]1CN(CC[C@@H]1OCC1=CC(=CC(=C1)C(F)(F)F)F)C(=O)NC (cis-3-Benzhydryl-4-[[3-fluoro-5-(trifluoromethyl)benzyl]oxy]-N-methyl-1-piperidinecarboxamide). Reaction SMILES: Cl.[CH:2]([C@H:15]1[C@@H:20]([O:21][CH2:22][C:23]2[CH:28]=[C:27]([C:29]([F:32])([F:31])[F:30])[CH:26]=[C:25]([F:33])[CH:24]=2)[CH2:19][CH2:18][NH:17][CH2:16]1)([C:9]1[CH:14]=[CH:13][CH:12]=[CH:11][CH:10]=1)[C:3]1[CH:8]=[CH:7][CH:6]=[CH:5][CH:4]=1.[CH3:34][N:35]=[C:36]=[O:37]>>[CH:2]([C@H:15]1[C@@H:20]([O:21][CH2:22][C:23]2[CH:28]=[C:27]([C:29]([F:32])([F:30])[F:31])[CH:26]=[C:25]([F:33])[CH:24]=2)[CH2:19][CH2:18][N:17]([C:36]([NH:35][CH3:34])=[O:37])[CH2:16]1)([C:9]1[CH:14]=[CH:13][CH:12]=[CH:11][CH:10]=1)[C:3]1[CH:8]=[CH:7][CH:6]=[CH:5][CH:4]=1 |f:0.1|. Procedure: The compound obtained in Example 26 (28.8 mg) and methyl isocyanate (6.8 mg) were reacted and treated in the same manner as in the method described in Example 31 to obtain the title compound.